From a dataset of the Open Reaction Database (ORD), a public repository of structured organic reaction records. describe an organic reaction: reactants, conditions, products, and yield Reactants: solid, Cl.Cl.O1CCC2=C1C=CC=C2C2CCN(CC2)CC[C@@H]2CC[C@H](CC2)N (trans-4-{2-[4-(2,3-dihydro-benzofuran-4-yl)-piperidin-1-yl]-ethyl}-cyclohexylamine dihydrochloride), Cl.Cl.O1CCC2=C1C=CC=C2C2CCN(CC2)CC[C@@H]2CC[C@H](CC2)N (trans-4-{2-[4-(2,3-dihydro-benzofuran-4-yl)-piperidin-1-yl]-ethyl}-cyclohexylamine dihydrochloride), C1(=CC=CC=C1)S(=O)(=O)Cl (benzenesulfonyl chloride). The product is O1CCC2=C1C=CC=C2C2CCN(CC2)CC[C@@H]2CC[C@H](CC2)NS(=O)(=O)C2=CC=CC=C2 (trans-N-(4-{2-[4-(2,3-Dihydro-benzofuran-4-yl)-piperidin-1-yl]-ethyl}-cyclohexyl)-benzenesulfonamide). Reaction SMILES: Cl.Cl.[O:3]1[C:7]2[CH:8]=[CH:9][CH:10]=[C:11]([CH:12]3[CH2:17][CH2:16][N:15]([CH2:18][CH2:19][C@H:20]4[CH2:25][CH2:24][C@H:23]([NH2:26])[CH2:22][CH2:21]4)[CH2:14][CH2:13]3)[C:6]=2[CH2:5][CH2:4]1.[C:27]1([S:33](Cl)(=[O:35])=[O:34])[CH:32]=[CH:31][CH:30]=[CH:29][CH:28]=1>>[O:3]1[C:7]2[CH:8]=[CH:9][CH:10]=[C:11]([CH:12]3[CH2:17][CH2:16][N:15]([CH2:18][CH2:19][C@H:20]4[CH2:21][CH2:22][C@H:23]([NH:26][S:33]([C:27]5[CH:32]=[CH:31][CH:30]=[CH:29][CH:28]=5)(=[O:35])=[O:34])[CH2:24][CH2:25]4)[CH2:14][CH2:13]3)[C:6]=2[CH2:5][CH2:4]1 |f:0.1.2|. Procedure: The title compound, white solid (96 mg, 82%), MS (ISP) m/z=469.4 [(M+H)+], mp 130° C., was prepared in accordance with the general method of example 47 from trans-4-{2-[4-(2,3-dihydro-benzofuran-4-yl)-piperidin-1-yl]-ethyl}-cyclohexylamine dihydro chloride (intermediate B) (100 mg, 0.25 mmol) and benzenesulfonyl chloride.